From a dataset of the Open Reaction Database (ORD), a public repository of structured organic reaction records. describe an organic reaction: reactants, conditions, products, and yield Yields the product CCOC(=O)C1CCc2ccc(OCc3ccccc3)cc2O1. RXN SMILES: [C:17](=[O:18])([O-:19])[O-:20].[CH3:33][C:34](=[O:35])[CH3:36].[Cl:25][CH2:26][c:27]1[cH:28][cH:29][cH:30][cH:31][cH:32]1.[I-:24].[K+:21].[K+:22].[K+:23].[OH:1][c:2]1[cH:3][cH:4][c:5]2[c:10]([cH:11]1)[O:9][CH:8]([C:12](=[O:13])[O:14][CH2:15][CH3:16])[CH2:7][CH2:6]2>>[O:1]([c:2]1[cH:3][cH:4][c:5]2[c:10]([cH:11]1)[O:9][CH:8]([C:12](=[O:13])[O:14][CH2:15][CH3:16])[CH2:7][CH2:6]2)[CH2:26][c:27]1[cH:28][cH:29][cH:30][cH:31][cH:32]1. The reactants are O=C([O-])[O-], CC(C)=O, ClCc1ccccc1, [I-], [K+], [K+], [K+], CCOC(=O)C1CCc2ccc(O)cc2O1. Reactants: COC(=O)C=1SC(=CC1NC(C1=CC=C(C=C1)Cl)=O)C1=CC=CC=C1 (3-(4-Chloro-benzoylamino)-5-phenyl-thiophene-2-carboxylic acid methyl ester), [OH-].[Li+] (lithium hydroxide), O1CCCC1 (tetrahydrofuran), CO (methanol). The solvent is O (water), O (water). Run at time 30 minute. The product is ClC1=CC=C(C(=O)NC2=C(SC(=C2)C2=CC=CC=C2)C(=O)O)C=C1 (3-(4-Chlorobenzoylamino)-5-phenyl-thiophene-2-carboxylic acid). Reaction SMILES: C[O:2][C:3]([C:5]1[S:6][C:7]([C:20]2[CH:25]=[CH:24][CH:23]=[CH:22][CH:21]=2)=[CH:8][C:9]=1[NH:10][C:11](=[O:19])[C:12]1[CH:17]=[CH:16][C:15]([Cl:18])=[CH:14][CH:13]=1)=[O:4].O1CCCC1.CO.[OH-].[Li+]>O>[Cl:18][C:15]1[CH:16]=[CH:17][C:12]([C:11]([NH:10][C:9]2[CH:8]=[C:7]([C:20]3[CH:25]=[CH:24][CH:23]=[CH:22][CH:21]=3)[S:6][C:5]=2[C:3]([OH:4])=[O:2])=[O:19])=[CH:13][CH:14]=1 |f:3.4|. Procedure details: To a mixture of 3-(4-Chloro-benzoylamino)-5-phenyl-thiophene-2-carboxylic acid methyl ester (30 mg, 0.081 mmol) in 1 ml of a 3:2:1 solution made with tetrahydrofuran, methanol and water respectively was added lithium hydroxide monohydrated (20 mg, 0.484 mmol). The mixture was stirred 30 minutes at 60 C, cooled to room temperature, diluted with water and washed with ether (2×). The collected aqueous layer was then acidified with KHSO4 20% to pH 3 and extracted with ethyl acetate (3×). The combine... The reactants are O (water), crude solution, ClCCC(C(=O)N(C1=CC=CC=C1)C)C=1NC=CC1 (4-chloro-N-methyl-N-phenyl-2-(2-pyrrolyl)butanamide), [OH-].[Na+] (sodium hydroxide). The reagents and catalysts are CCCCCCCC[N+](C)(CCCCCCCC)CCCCCCCC.[Cl-] (ALIQUAT® 336). Solvent: C1(=CC=CC=C1)C (toluene), C1(=CC=CC=C1)C (toluene). Conditions: temperature 85 celsius, time 30 minute. Yields the product CN(C(=O)C1CCN2C=CC=C12)C1=CC=CC=C1 (N-methyl-N-phenyl-2,3-dihydro-1H-pyrrolizine-1-carboxamide). Isolated yield 63.0%. RXN SMILES: Cl[CH2:2][CH2:3][CH:4]([C:15]1[NH:16][CH:17]=[CH:18][CH:19]=1)[C:5]([N:7]([CH3:14])[C:8]1[CH:13]=[CH:12][CH:11]=[CH:10][CH:9]=1)=[O:6].[OH-].[Na+].O>C1(C)C=CC=CC=1.CCCCCCCC[N+](CCCCCCCC)(CCCCCCCC)C.[Cl-]>[CH3:14][N:7]([C:8]1[CH:13]=[CH:12][CH:11]=[CH:10][CH:9]=1)[C:5]([CH:4]1[C:15]2[N:16]([CH:17]=[CH:18][CH:19]=2)[CH2:2][CH2:3]1)=[O:6] |f:1.2,5.6|. Reported procedure: A crude solution of 4-chloro-N-methyl-N-phenyl-2-(2-pyrrolyl)butanamide in toluene from the preceding step was added dropwise at 85° C. over 40 minutes to 1 hour to a stirred suspension of ALIQUAT® 336 (2.01 g, 2 mol % with respect to pyrrolylbutanamide) and granular sodium hydroxide (29.9 g, 750 mmol, 3 equivalents) in toluene (50 mL). After the addition was complete, the suspension was stirred under a nitrogen atmosphere at a temperature of 85° C. for 30 minutes, then cooled to 35° C. Cooled w... Reactants: OCCCc1ccc(Br)cc1OC(F)(F)F, CC(C)=O, O. Yields the product O=C(O)CCc1ccc(Br)cc1OC(F)(F)F. Reaction SMILES: [Br:1][c:2]1[cH:3][c:4]([O:12][C:13]([F:14])([F:15])[F:16])[c:5]([CH2:8][CH2:9][CH2:10][OH:11])[cH:6][cH:7]1.[CH3:18][C:19](=[O:20])[CH3:21].[OH2:17]>>[Br:1][c:2]1[cH:3][c:4]([O:12][C:13]([F:14])([F:15])[F:16])[c:5]([CH2:8][CH2:9][C:10](=[O:11])[OH:17])[cH:6][cH:7]1. Starting materials: C(=O)(C(=O)OCC)NC1=C(C2=C(S1)C=CC=C2)NC(=O)C(=O)OCC (2,3-bis(ethoxalylamino)benzo[b]thiophene). Run in Cl (hydrochloric acid). Yields the product N1C2=C(NC(C1=O)=O)SC1=C2C=CC=C1 ([1]Benzothieno[2,3-b]pyrazine-2,3(1H,4H)-dione). The yield is 67.2%. RXN SMILES: C([NH:8][C:9]1[S:13][C:12]2[CH:14]=[CH:15][CH:16]=[CH:17][C:11]=2[C:10]=1[NH:18][C:19]([C:21]([O:23]CC)=O)=[O:20])(C(OCC)=O)=O>Cl>[NH:18]1[C:19](=[O:20])[C:21](=[O:23])[NH:8][C:9]2[S:13][C:12]3[CH:14]=[CH:15][CH:16]=[CH:17][C:11]=3[C:10]1=2. Procedure: A suspension of 2,3-bis(ethoxalylamino)benzo[b]thiophene (5.47 g, 15 mmol) in 250 ml of 4 N hydrochloric acid was heated to reflux for 2 h. Then the mixture was cooled on an ice bath, and filtered. The crude product was washed with water and recrystallized from a mixture of ethanol, DMF and water with decolorizing charcoal. The recrystallized solid was filtered off, washed with ethanol and ether, and dried for 1 h at 100° C. to give 2.2 g (62%) of the pure title compound as a monohydrate; m.p. 3...